Task: describe an organic reaction: reactants, conditions, products, and yield. Dataset: the Open Reaction Database (ORD), a public repository of structured organic reaction records Reactants: C(C)(=O)N([C@@H]1C[C@@H](N(C2=CC=CC=C12)C(=O)C=1C=CC(N(C1)CCC(C(=O)OC)(C)C)=O)C)C1=CC=C(C=C1)Cl (methyl 4-[5-{[(2S,4R)-4-[acetyl(4-chlorophenyl)amino]-2-methyl-3,4-dihydroquinolin-1(2H)-yl]carbonyl}-2-oxopyridin-1(2H)-yl]-2,2-dimethylbutanoate), CO (methanol), [OH-].[Na+] (sodium hydroxide), C(C)(=O)N([C@@H]1C[C@@H](N(C2=CC=CC=C12)C(=O)C=1C=CC(N(C1)CCC(C(=O)OC)(C)C)=O)C)C1=CC=C(C=C1)Cl (methyl 4-[5-{[(2S,4R)-4-[acetyl(4-chlorophenyl)amino]-2-methyl-3,4-dihydroquinolin-1(2H)-yl]carbonyl}-2-oxopyridin-1(2H)-yl]-2,2-dimethylbutanoate), Cl (HCl). Solvent: O1CCCC1 (tetrahydrofuran). Reaction conditions: time 8 hour. Yields the product C(C)(=O)N([C@@H]1C[C@@H](N(C2=CC=CC=C12)C(=O)C=1C=CC(N(C1)CCC(C(=O)O)(C)C)=O)C)C1=CC=C(C=C1)Cl (4-[5-{[(2S,4R)-4-[acetyl(4-chlorophenyl)amino]-2-methyl-3,4-dihydroquinolin-1(2H)-yl]carbonyl}-2-oxopyridin-1(2H)-yl]-2,2-dimethylbutanoic acid), precipitate. Yield: 63.0%. Reaction SMILES: [C:1]([N:4]([C:34]1[CH:39]=[CH:38][C:37]([Cl:40])=[CH:36][CH:35]=1)[C@H:5]1[C:14]2[C:9](=[CH:10][CH:11]=[CH:12][CH:13]=2)[N:8]([C:15]([C:17]2[CH:18]=[CH:19][C:20](=[O:32])[N:21]([CH2:23][CH2:24][C:25]([CH3:31])([CH3:30])[C:26]([O:28]C)=[O:27])[CH:22]=2)=[O:16])[C@@H:7]([CH3:33])[CH2:6]1)(=[O:3])[CH3:2].CO.[OH-].[Na+].Cl>O1CCCC1>[C:1]([N:4]([C:34]1[CH:39]=[CH:38][C:37]([Cl:40])=[CH:36][CH:35]=1)[C@H:5]1[C:14]2[C:9](=[CH:10][CH:11]=[CH:12][CH:13]=2)[N:8]([C:15]([C:17]2[CH:18]=[CH:19][C:20](=[O:32])[N:21]([CH2:23][CH2:24][C:25]([CH3:31])([CH3:30])[C:26]([OH:28])=[O:27])[CH:22]=2)=[O:16])[C@@H:7]([CH3:33])[CH2:6]1)(=[O:3])[CH3:2] |f:2.3|. Reported procedure: 4-[5-{[(2S,4R)-4-[acetyl(4-chlorophenyl)amino]-2-methyl-3,4-dihydroquinolin-1(2H)-yl]carbonyl}-2-oxopyridin-1(2H)-yl]-2,2-dimethylbutanoic acid was prepared from methyl 4-[5-{[(2S,4R)-4-[acetyl(4-chlorophenyl)amino]-2-methyl-3,4-dihydroquinolin-1(2H)-yl]carbonyl}-2-oxopyridin-1(2H)-yl]-2,2-dimethylbutanoate. methyl 4-[5-{[(2S,4R)-4-[acetyl(4-chlorophenyl)amino]-2-methyl-3,4-dihydroquinolin-1(2H)-yl]carbonyl}-2-oxopyridin-1(2H)-yl]-2,2-dimethylbutanoate (0.010 g, 0.017 mmol) was hydrolyzed to the... Starting materials: CC(C)c1cccc(CN2CCN(C(C(=O)OC(C)(C)C)C(C)(C)C)C2=O)n1, ClCCl, O=C(O)C(F)(F)F. Product: CC(C)c1cccc(CN2CCN(C(C(=O)O)C(C)(C)C)C2=O)n1. Reaction SMILES: [CH:1]([CH3:2])([CH3:3])[c:4]1[cH:5][cH:6][cH:7][c:8]([CH2:10][N:11]2[C:12](=[O:28])[N:13]([CH:16]([C:17](=[O:18])[O:19][C:20]([CH3:21])([CH3:22])[CH3:23])[C:24]([CH3:25])([CH3:26])[CH3:27])[CH2:14][CH2:15]2)[n:9]1.[Cl:36][CH2:37][Cl:38].[OH:29][C:30]([C:31]([F:32])([F:33])[F:34])=[O:35]>>[CH:1]([CH3:2])([CH3:3])[c:4]1[cH:5][cH:6][cH:7][c:8]([CH2:10][N:11]2[C:12](=[O:28])[N:13]([CH:16]([C:17](=[O:18])[OH:19])[C:24]([CH3:25])([CH3:26])[CH3:27])[CH2:14][CH2:15]2)[n:9]1. The reactants are BrC(C(=O)OCC)(C)C (ethyl 2-bromo-2-methylpropanoate), O.Cl.N1CCC(CC1)=O (4-piperidone hydrochloride monohydrate), C(C)#N (acetonitrile), C([O-])([O-])=O.[K+].[K+] (potassium carbonate). Solvent: C(C)OCC (diethyl ether). Reaction conditions: time 20 hour. Product: CC(C(=O)OCC)(C)N1CCC(CC1)=O (Ethyl 2-methyl-2-(4-oxo-1-piperidinyl)propanoate). Reaction SMILES: Br[C:2]([CH3:9])([CH3:8])[C:3]([O:5][CH2:6][CH3:7])=[O:4].O.Cl.[NH:12]1[CH2:17][CH2:16][C:15](=[O:18])[CH2:14][CH2:13]1.C(#N)C.C(=O)([O-])[O-].[K+].[K+]>C(OCC)C>[CH3:8][C:2]([N:12]1[CH2:17][CH2:16][C:15](=[O:18])[CH2:14][CH2:13]1)([CH3:9])[C:3]([O:5][CH2:6][CH3:7])=[O:4] |f:1.2.3,5.6.7|. Reported procedure: A mixture of ethyl 2-bromo-2-methylpropanoate (48.3 ml, 5 equiv), 4-piperidone hydrochloride monohydrate (100 g, 1 equiv), acetonitrile (1216 ml) and potassium carbonate (353 g, 4 equiv) was heated at reflux under nitrogen with mechanical stirring for 20 h then cooled in an ice bath before adding diethyl ether (approx. 1400 ml). The mixture was filtered through celite, evaporated in vacuo, then excess bromoester distilled off (50° C. still head temperature/10 Torr). Flash chromatography (silica,... Reactants: [BH4-], CCNC(=O)C1CCC(C(=O)OC)CC1, C1CCOC1, CC(=O)O, N#N, [Na+]. Yields the product CCNCC1CCC(C(=O)OC)CC1. Reaction SMILES: [BH4-:16].[CH2:1]([CH3:2])[NH:3][C:4](=[O:5])[CH:6]1[CH2:7][CH2:8][CH:9]([C:12](=[O:13])[O:14][CH3:15])[CH2:10][CH2:11]1.[CH2:24]1[O:25][CH2:26][CH2:27][CH2:28]1.[CH3:18][C:19](=[O:20])[OH:21].[N:22]#[N:23].[Na+:17]>>[CH2:1]([CH3:2])[NH:3][CH2:4][CH:6]1[CH2:7][CH2:8][CH:9]([C:12](=[O:13])[O:14][CH3:15])[CH2:10][CH2:11]1. The reactants are C(C)OC(=O)C1=CC2=C(N1)C=C(S2)Br (2-Bromo-4H-thieno[3,2-b]pyrrole-5-carboxylic acid ethyl ester), Cl (HCl). The product is BrC1=CC=2NC(=CC2S1)C(=O)O (2-Bromo-4H-thieno[3,2-b]pyrrole-5-carboxylic acid). RXN SMILES: C([O:3][C:4]([C:6]1[NH:10][C:9]2[CH:11]=[C:12]([Br:14])[S:13][C:8]=2[CH:7]=1)=[O:5])C.Cl>>[Br:14][C:12]1[S:13][C:8]2[CH:7]=[C:6]([C:4]([OH:5])=[O:3])[NH:10][C:9]=2[CH:11]=1. Procedure: 2-Bromo-4H-thieno[3,2-b]pyrrole-5-carboxylic acid ethyl ester (Eras, J.; Galvez, C.; Garcia, F., J. Heterocycl. Chem., 21: 215-217 (1984)) was hydrolyzed according to Procedure D (after cooling to room temperature, acidification with 2 N HCl; resultant precipitate filtered, suspended in toluene, concentrated; no purification). Starting materials: CCI, CCOC(C)=O, CCOC(=O)CCn1cc(Cl)c2cc(-c3noc(-c4ccc(O)c(Cl)c4)n3)ccc21, [K+], [K+], O=C([O-])[O-], CN(C)C=O. Yields the product CCOC(=O)CCn1cc(Cl)c2cc(-c3noc(-c4ccc(OCC)c(Cl)c4)n3)ccc21. RXN SMILES: [CH2:37]([CH3:38])[I:39].[CH3:40][CH2:41][O:42][C:43]([CH3:44])=[O:45].[Cl:1][c:2]1[cH:3][n:4]([CH2:24][CH2:25][C:26](=[O:27])[O:28][CH2:29][CH3:30])[c:5]2[cH:6][cH:7][c:8](-[c:11]3[n:12][o:13][c:14](-[c:16]4[cH:17][c:18]([Cl:23])[c:19]([OH:22])[cH:20][cH:21]4)[n:15]3)[cH:9][c:10]12.[K+:31].[K+:32].[O-:33][C:34]([O-:35])=[O:36].[O:46]=[CH:47][N:48]([CH3:49])[CH3:50]>>[Cl:1][c:2]1[cH:3][n:4]([CH2:24][CH2:25][C:26](=[O:27])[O:28][CH2:29][CH3:30])[c:5]2[cH:6][cH:7][c:8](-[c:11]3[n:12][o:13][c:14](-[c:16]4[cH:17][c:18]([Cl:23])[c:19]([O:22][CH2:37][CH3:38])[cH:20][cH:21]4)[n:15]3)[cH:9][c:10]12. Reactants: [N+](=O)([O-])C=1C=C2C(=NC=NC2=CC1)NC1=CC=CC=C1 (6-nitro-4-(phenylamino)quinazoline), polyalkylene glycol, O.NN (hydrazine hydrate). The reagents and catalysts are [Ni] (Nickel). The solvent is C(C)O.O (ethanol water). Yields the product NC=1C=C2C(=NC=NC2=CC1)NC1=CC=CC=C1 (6-amino-4-(phenylamino)quinazoline). Reaction SMILES: [N+:1]([C:4]1[CH:5]=[C:6]2[C:11](=[CH:12][CH:13]=1)[N:10]=[CH:9][N:8]=[C:7]2[NH:14][C:15]1[CH:20]=[CH:19][CH:18]=[CH:17][CH:16]=1)([O-])=O.O.NN>C(O)C.O.[Ni]>[NH2:1][C:4]1[CH:5]=[C:6]2[C:11](=[CH:12][CH:13]=1)[N:10]=[CH:9][N:8]=[C:7]2[NH:14][C:15]1[CH:20]=[CH:19][CH:18]=[CH:17][CH:16]=1 |f:1.2,3.4|. Procedure details: A solution of a 6-nitro-4-(phenylamino)quinazoline substituted by a polyalkylene glycol derivative terminating with a fifth reactive group, prepared as described hereinabove, in ethanol/water is reacted at reflux temperature with hydrazine hydrate and Raney®Nickel (Ra—Ni). The reaction mixture is filtered and evaporated, to give the corresponding 6-amino-4-(phenylamino)quinazoline substituted by a polyalkylene glycol moiety terminating with a reactive group. Product: C(CC)N(CCCCCOC=1C=CC2=C(C(C=C(O2)C2=CC(=CC=C2)OC)=O)C1)CCC (6-[5-(Dipropylamino)pentoxy]-2-(3-methoxyphenyl)-4H-1-benzopyran-4-one). As a reaction SMILES: [OH:1][C:2]1[CH:7]=[CH:6][C:5]([OH:8])=[CH:4][C:3]=1[C:9](=[O:11])[CH3:10].[CH3:12][O:13][C:14]1[CH:15]=[C:16]([CH:20]=[CH:21][CH:22]=1)[C:17](Cl)=O.Br[CH2:24][CH2:25][CH2:26][CH2:27][CH2:28]Cl.[CH2:30]([NH:33][CH2:34][CH2:35][CH3:36])[CH2:31][CH3:32]>>[CH2:30]([N:33]([CH2:34][CH2:35][CH3:36])[CH2:24][CH2:25][CH2:26][CH2:27][CH2:28][O:8][C:5]1[CH:6]=[CH:7][C:2]2[O:1][C:17]([C:16]3[CH:20]=[CH:21][CH:22]=[C:14]([O:13][CH3:12])[CH:15]=3)=[CH:10][C:9](=[O:11])[C:3]=2[CH:4]=1)[CH2:31][CH3:32]. Starting materials: OC1=C(C=C(C=C1)O)C(C)=O (2',5'-dihydroxyacetophenone), COC=1C=C(C(=O)Cl)C=CC1 (3-methoxybenzoyl chloride), BrCCCCCCl (1-bromo-5-chloropentane), C(CC)NCCC (di-n-propyl amine). Reported procedure: The compound was prepared by a method similar to Example 11 from 2',5'-dihydroxyacetophenone, 3-methoxybenzoyl chloride, 1-bromo-5-chloropentane, and di-n-propyl amine: mp 80°-81° C.